From a dataset of the Open Reaction Database (ORD), a public repository of structured organic reaction records. describe an organic reaction: reactants, conditions, products, and yield RXN SMILES: [CH:47]([N:48]([CH:49]([CH3:50])[CH3:51])[CH2:52][CH3:53])([CH3:54])[CH3:55].[F:29][c:30]1[cH:31][cH:32][c:33]([CH2:36][C:37](=[O:38])[N:39]=[C:40]=[O:41])[cH:34][cH:35]1.[NH2:1][c:2]1[cH:3][cH:4][c:5]([O:6][c:7]2[cH:8][c:9]([NH:13][C:14](=[O:15])[N:16]3[CH2:17][CH2:18][N:19]([CH2:22][CH2:23][N:24]([CH3:25])[CH3:26])[CH2:20][CH2:21]3)[n:10][cH:11][cH:12]2)[cH:27][cH:28]1.[O:42]1[CH2:43][CH2:44][CH2:45][CH2:46]1>>[NH:1]([c:2]1[cH:3][cH:4][c:5]([O:6][c:7]2[cH:8][c:9]([NH:13][C:14](=[O:15])[N:16]3[CH2:17][CH2:18][N:19]([CH2:22][CH2:23][N:24]([CH3:25])[CH3:26])[CH2:20][CH2:21]3)[n:10][cH:11][cH:12]2)[cH:27][cH:28]1)[C:40]([NH:39][C:37]([CH2:36][c:33]1[cH:32][cH:31][c:30]([F:29])[cH:35][cH:34]1)=[O:38])=[O:41]. The product is CN(C)CCN1CCN(C(=O)Nc2cc(Oc3ccc(NC(=O)NC(=O)Cc4ccc(F)cc4)cc3)ccn2)CC1. The reactants are CCN(C(C)C)C(C)C, O=C=NC(=O)Cc1ccc(F)cc1, CN(C)CCN1CCN(C(=O)Nc2cc(Oc3ccc(N)cc3)ccn2)CC1, C1CCOC1. The reactants are N1C(N[C@H]2[C@H]1CCCC2)C2=CC=C(C=C2)CCNC(OC(C)(C)C)=O (tert-butyl (2-{4-[(3aR,7aR)-octahydro-1H-benzimidazol-2-yl]phenyl}ethyl)carbamate), C(=O)(C(F)(F)F)O (TFA). The solvent is C(Cl)Cl (DCM). Product: N1C(N[C@H]2[C@H]1CCCC2)C2=CC=C(C=C2)CCN (2-{4-[(3aR,7aR)-octahydro-1H-benzimidazol-2-yl]phenyl}ethanamine). As a reaction SMILES: [NH:1]1[C@@H:5]2[CH2:6][CH2:7][CH2:8][CH2:9][C@H:4]2[NH:3][CH:2]1[C:10]1[CH:15]=[CH:14][C:13]([CH2:16][CH2:17][NH:18]C(=O)OC(C)(C)C)=[CH:12][CH:11]=1.C(O)(C(F)(F)F)=O>C(Cl)Cl>[NH:1]1[C@@H:5]2[CH2:6][CH2:7][CH2:8][CH2:9][C@H:4]2[NH:3][CH:2]1[C:10]1[CH:11]=[CH:12][C:13]([CH2:16][CH2:17][NH2:18])=[CH:14][CH:15]=1. Reported procedure: tert-butyl (2-{4-[(3aR,7aR)-octahydro-1H-benzimidazol-2-yl]phenyl}ethyl)carbamate (50 mg, 0.15 mmol) was stirred in a 4:1 mixture of DCM:TFA (1 mL) at ambient temperature for 18 h. The reaction was concentrated in vacuo and the crude product used without further purification. Starting materials: [BH4-], C=CCc1cc(C)ccc1O, CO, Cl, [Na+], O=[O+][O-]. Yields the product Cc1ccc(O)c(CCO)c1. Reaction SMILES: [BH4-:15].[CH2:1]([CH:2]=[CH2:3])[c:4]1[c:5]([OH:11])[cH:6][cH:7][c:8]([CH3:10])[cH:9]1.[CH3:18][OH:19].[ClH:17].[Na+:16].[O-:12][O+:13]=[O:14]>>[CH2:1]([CH2:2][OH:12])[c:4]1[c:5]([OH:11])[cH:6][cH:7][c:8]([CH3:10])[cH:9]1. As a reaction SMILES: [C:1]([O:9][CH2:10][CH2:11][N:12]([CH3:14])[CH3:13])(=[O:8])[C:2]1[CH:7]=[CH:6][CH:5]=[CH:4][CH:3]=1.[Cl:15][CH2:16][C:17]1[CH:22]=[CH:21][C:20]([CH2:23]Cl)=[CH:19][CH:18]=1>C(#N)C>[Cl-:15].[Cl-:15].[C:1]([O:9][CH2:10][CH2:11][N+:12]([CH3:14])([CH3:13])[CH2:16][C:17]1[CH:22]=[CH:21][C:20]([CH2:23][N+:12]([CH2:11][CH2:10][O:9][C:1](=[O:8])[C:2]2[CH:7]=[CH:6][CH:5]=[CH:4][CH:3]=2)([CH3:13])[CH3:14])=[CH:19][CH:18]=1)(=[O:8])[C:2]1[CH:7]=[CH:6][CH:5]=[CH:4][CH:3]=1 |f:3.4.5|. Procedure: A solution of 38.64 grams (0.20 mol) of 2-(N,N-dimethylamino)ethyl benzoate prepared as described in Example 1, 17.51 grams (0.10 mol) of α,α'dichloro-p-xylene and 112 milliters of acetonitrile was heated at reflux for 10 minutes. Solid began to precipitate at this time. Acetonitrile (55 milliters) was added and heating was continued for another 5 minutes. The reaction set up to a solid mass and was cooled. The solid was collected with acetonitrile rinse. The solid was washed with ether and drie... Yields the product [Cl-].[Cl-].C(C1=CC=CC=C1)(=O)OCC[N+](CC1=CC=C(C=C1)C[N+](C)(C)CCOC(C1=CC=CC=C1)=O)(C)C (N,N'-Bis(2-benzoyloxyethyl)-N,N,N',N'-tetramethyl-p-xylylenebisammonium Dichloride). The solvent is C(C)#N (acetonitrile). Starting materials: C(C1=CC=CC=C1)(=O)OCCN(C)C (2-(N,N-dimethylamino)ethyl benzoate), ClCC1=CC=C(C=C1)CCl (α,α'dichloro-p-xylene). Reaction conditions: time 5 minute. Reactants: O[Li].O (LiOH.H2O), COC(C1=CC(=CC=C1)C1(CC1)NC(=O)C=1C2=C(C=NC1)N(N=C2)C2=CC=C(C=C2)F)=O (3-(1-{[1-(4-fluoro-phenyl)-1H-pyrazolo[3,4-c]pyridine-4-carbonyl]-amino}-cyclopropyl)-benzoic acid methyl ester), C(C)(=O)O (acetic acid). Run in C1CCOC1.CO.O (THF methanol water). Run at time 3 hour. Yields the product FC1=CC=C(C=C1)N1N=CC2=C1C=NC=C2C(=O)NC2(CC2)C=2C=C(C(=O)O)C=CC2 (3-(1-{[1-(4-fluoro-phenyl)-1H-pyrazolo[3,4-c]pyridine-4-carbonyl]-amino}-cyclopropyl)-benzoic acid). RXN SMILES: C[O:2][C:3](=[O:32])[C:4]1[CH:9]=[CH:8][CH:7]=[C:6]([C:10]2([NH:13][C:14]([C:16]3[C:17]4[CH:24]=[N:23][N:22]([C:25]5[CH:30]=[CH:29][C:28]([F:31])=[CH:27][CH:26]=5)[C:18]=4[CH:19]=[N:20][CH:21]=3)=[O:15])[CH2:12][CH2:11]2)[CH:5]=1.O[Li].O.C(O)(=O)C>C1COCC1.CO.O>[F:31][C:28]1[CH:27]=[CH:26][C:25]([N:22]2[C:18]3[CH:19]=[N:20][CH:21]=[C:16]([C:14]([NH:13][C:10]4([C:6]5[CH:5]=[C:4]([CH:9]=[CH:8][CH:7]=5)[C:3]([OH:32])=[O:2])[CH2:12][CH2:11]4)=[O:15])[C:17]=3[CH:24]=[N:23]2)=[CH:30][CH:29]=1 |f:1.2,4.5.6|. Procedure details: To a solution of 3-(1-{[1-(4-fluoro-phenyl)-1H-pyrazolo[3,4-c]pyridine-4-carbonyl]-amino}-cyclopropyl)-benzoic acid methyl ester (0.650 g, 1.51 mmol) in a mixture of THF/methanol/water (22.5 mL, 3:1:1) is added LiOH.H2O (253 mg, 6.04 mmol). After 3 hours, the reaction mixture is neutralized with glacial acetic acid and concentrated in vacuo. The residue is dissolved in a solution of 20% methanol in methylene chloride (100 mL). Water (100 mL) is added and the mixture is acidified to pH 4 with 2M ... The reactants are ClCCl, Cc1cc2c(cc1C)n1c(C(O)C(=O)N(C)C)c(-c3ccccc3)nc1n2C. Product: Cc1cc2c(cc1C)n1c(CC(=O)N(C)C)c(-c3ccccc3)nc1n2C. As a reaction SMILES: [Cl:29][CH2:30][Cl:31].[OH:1][CH:2]([C:3](=[O:4])[N:5]([CH3:6])[CH3:7])[c:8]1[c:9](-[c:23]2[cH:24][cH:25][cH:26][cH:27][cH:28]2)[n:10][c:11]2[n:12]([CH3:22])[c:13]3[c:14]([n:15]12)[cH:16][c:17]([CH3:21])[c:18]([CH3:20])[cH:19]3>>[CH2:2]([C:3](=[O:4])[N:5]([CH3:6])[CH3:7])[c:8]1[c:9](-[c:23]2[cH:24][cH:25][cH:26][cH:27][cH:28]2)[n:10][c:11]2[n:12]([CH3:22])[c:13]3[c:14]([n:15]12)[cH:16][c:17]([CH3:21])[c:18]([CH3:20])[cH:19]3. Starting materials: C(C)(C)(C)OC(=O)N1CCN(CC1)C=1N=NC(=C(C1)C=1SC(=CC1)Cl)C(F)(F)F (4-[5-(5-Chloro-thiophen-2-yl)-6-trifluoromethyl-pyridazin-3-yl]-piperazine-1-carboxylic acid tert-butyl ester). The solvent is CO (methanol). Conditions: time 18 hour. Yields the product ClC1=CC=C(S1)C1=C(N=NC(=C1)N1CCNCC1)C(F)(F)F (4-(5-Chloro-thiophen-2-yl)-6-piperazin-1-yl-3-trifluoromethyl-pyridazine). RXN SMILES: C(OC([N:8]1[CH2:13][CH2:12][N:11]([C:14]2[N:15]=[N:16][C:17]([C:26]([F:29])([F:28])[F:27])=[C:18]([C:20]3[S:21][C:22]([Cl:25])=[CH:23][CH:24]=3)[CH:19]=2)[CH2:10][CH2:9]1)=O)(C)(C)C>CO>[Cl:25][C:22]1[S:21][C:20]([C:18]2[CH:19]=[C:14]([N:11]3[CH2:12][CH2:13][NH:8][CH2:9][CH2:10]3)[N:15]=[N:16][C:17]=2[C:26]([F:29])([F:27])[F:28])=[CH:24][CH:23]=1. Procedure: To a solution of 4-[5-(5-chloro-thiophen-2-yl)-6-trifluoromethyl-pyridazin-3-yl]-piperazine-1-carboxylic acid tert-butyl ester (D15) (0.114 g, 0.25 mmol) in methanol (10 ml) was added Amberlyst® 15 ion exchange resin, acidic form (4.1 mmol/g) (0.305 g, 1.25 mmol) and the reaction mixture was shaken at room temperature for 18 h. After this period, the mixture was filtered and then a saturated solution of ammonia in methanol was added. The mixture was shaken for 1 h, filtered and the filtrate evap... Reactants: COC=1C=C(C=O)C=C(C1OC)OC (3,4,5-trimethoxybenzaldehyde), C1(=CC=CC=C1)P(C1=CC=CC=C1)(C1=CC=CC=C1)=CC(=O)OC (methyl (triphenylphosphoranylidene)acetate). Solvent: CO (methanol). Run at time 18 hour. Yields the product COC=1C=C(C=C(C1OC)OC)/C=C/C(=O)OC ((E)-methyl 3-(3,4,5-trimethoxyphenyl)prop-2-enoate), solid. Isolated yield 101.3%. Reaction SMILES: [CH3:1][O:2][C:3]1[CH:4]=[C:5]([CH:8]=[C:9]([O:13][CH3:14])[C:10]=1[O:11][CH3:12])[CH:6]=O.C1(P(=[CH:34][C:35]([O:37][CH3:38])=[O:36])(C2C=CC=CC=2)C2C=CC=CC=2)C=CC=CC=1>CO>[CH3:1][O:2][C:3]1[CH:4]=[C:5](/[CH:6]=[CH:34]/[C:35]([O:37][CH3:38])=[O:36])[CH:8]=[C:9]([O:13][CH3:14])[C:10]=1[O:11][CH3:12]. Procedure details: Added to a solution of 8.68 g (0.044 mol) of 3,4,5-trimethoxybenzaldehyde in 50 ml of methanol were 15.0 g (0.044 mol) of methyl (triphenylphosphoranylidene)acetate, followed by stirring at room temperature for 18 hours. The solvent was distilled off under reduced pressure. The residue thus obtained was purified by column chromatography (silica gel: "MERCK #9385", eluent: 1:1 mixed solvent of ethyl acetate and hexane), whereby 11.24 g of the title compound were obtained as a colorless solid (qua... The reactants are OC1=CC=C(C=C1)CC(=O)O (4-Hydroxyphenylacetic acid), ON1N=NC2=C1C=CC=C2 (1-hydroxybenzotriazole), Cl.CN(CCCN=C=NCC)C (1-(3-dimethylaminopropyl)-3-ethylcarbodiimide hydrochloride), NC1=CC=C(C=C1)N1CC(CC1)N(C(C)=O)C (N-[1-(4-aminophenyl)pyrrolidin-3-yl]-N-methylacetamide). Run in CN(C)C=O (DMF), O (Water). The product is C(C)(=O)CNC1CN(CC1)C1=CC=C(C=C1)NC(CC1=CC=C(C=C1)O)=O (N-{4-[3-(Acetylmethylamino)pyrrolidin-1-yl]phenyl}-2-(4-hydroxyphenyl)acetamide). As a reaction SMILES: [OH:1][C:2]1[CH:7]=[CH:6][C:5]([CH2:8][C:9]([OH:11])=O)=[CH:4][CH:3]=1.O[N:13]1[C:17]2[CH:18]=[CH:19]C=[CH:21][C:16]=2N=N1.Cl.[CH3:23][N:24]([CH3:33])[CH2:25][CH2:26][CH2:27][N:28]=[C:29]=NCC.NC1C=CC(N2CCC(N(C)[C:47](=[O:49])[CH3:48])C2)=CC=1>CN(C=O)C.O>[C:47]([CH2:29][NH:28][CH:27]1[CH2:26][CH2:25][N:24]([C:23]2[CH:21]=[CH:16][C:17]([NH:13][C:9](=[O:11])[CH2:8][C:5]3[CH:4]=[CH:3][C:2]([OH:1])=[CH:7][CH:6]=3)=[CH:18][CH:19]=2)[CH2:33]1)(=[O:49])[CH3:48] |f:2.3|. Procedure details: 4-Hydroxyphenylacetic acid (305 mg), 1-hydroxybenzotriazole (300 mg) and 1-(3-dimethylaminopropyl)-3-ethylcarbodiimide hydrochloride (480 mg) in DMF (5 ml) were stirred with N-[1-(4-aminophenyl)pyrrolidin-3-yl]-N-methylacetamide (470 mg) at room temperature for 3 hours. Water was then added to the mixture, which was extracted with ethyl acetate. The organic phase was washed with saturated sodium chloride solution, dried over sodium sulfate, concentrated and crystallized from diethyl ether. This ... Reaction SMILES: [CH2:24]1[CH2:25][O:26]1.[CH2:29]([Cl:30])[CH2:31][Cl:32].[Cl-:1].[Cl:2][c:3]1[c:4]([C:9]2=[N:10][CH2:11][C:12](=[O:23])[NH:13][c:14]3[c:15]2[cH:16][c:17]([N+:20](=[O:21])[O-:22])[cH:18][cH:19]3)[cH:5][cH:6][cH:7][cH:8]1.[NH4+:27].[OH-:28]>>[Cl:2][c:3]1[c:4]([C:9]23[N:10]([CH2:11][C:12](=[O:23])[NH:13][c:14]4[c:15]2[cH:16][c:17]([N+:20](=[O:21])[O-:22])[cH:18][cH:19]4)[CH2:24][CH2:25][O:26]3)[cH:5][cH:6][cH:7][cH:8]1. The product is O=C1CN2CCOC2(c2ccccc2Cl)c2cc([N+](=O)[O-])ccc2N1. Reactants: C1CO1, ClCCCl, [Cl-], O=C1CN=C(c2ccccc2Cl)c2cc([N+](=O)[O-])ccc2N1, [NH4+], [OH-].